Dataset: the Open Reaction Database (ORD), a public repository of structured organic reaction records. Task: describe an organic reaction: reactants, conditions, products, and yield Reactants: CN(C)C(=O)C(=O)N1CCN(c2nc3c(N4CCOCC4)nc(-c4cnc(N(C(=O)[O-])C(C)(C)C)nc4)nc3n2CC(F)(F)F)CC1, Cc1ccccc1, O=C(O)C(F)(F)F. Yields the product CN(C)C(=O)C(=O)N1CCN(c2nc3c(N4CCOCC4)nc(-c4cnc(N)nc4)nc3n2CC(F)(F)F)CC1. RXN SMILES: [C:8]([N:12]([C:9](=[O:10])[O-:11])[c:16]1[n:17][cH:18][c:19](-[c:22]2[n:23][c:24]([N:49]3[CH2:50][CH2:51][O:52][CH2:53][CH2:54]3)[c:25]3[n:26][c:27]([N:36]4[CH2:37][CH2:38][N:39]([C:42]([C:43](=[O:44])[N:45]([CH3:46])[CH3:47])=[O:48])[CH2:40][CH2:41]4)[n:28]([CH2:31][C:32]([F:33])([F:34])[F:35])[c:29]3[n:30]2)[cH:20][n:21]1)([CH3:13])([CH3:14])[CH3:15].[CH3:55][c:56]1[cH:57][cH:58][cH:59][cH:60][cH:61]1.[OH:1][C:2]([C:3]([F:4])([F:5])[F:6])=[O:7]>>[NH2:12][c:16]1[n:17][cH:18][c:19](-[c:22]2[n:23][c:24]([N:49]3[CH2:50][CH2:51][O:52][CH2:53][CH2:54]3)[c:25]3[n:26][c:27]([N:36]4[CH2:37][CH2:38][N:39]([C:42]([C:43](=[O:44])[N:45]([CH3:46])[CH3:47])=[O:48])[CH2:40][CH2:41]4)[n:28]([CH2:31][C:32]([F:33])([F:34])[F:35])[c:29]3[n:30]2)[cH:20][n:21]1. Reactants: O=C([O-])[O-], CCI, CN(C)C=O, CCOC(=O)c1c[nH]c2cc(-c3cc(C)nc(C)c3)c(F)cc2c1=O, [K+], [K+]. Product: CCOC(=O)c1cn(CC)c2cc(-c3cc(C)nc(C)c3)c(F)cc2c1=O. As a reaction SMILES: [C:26](=[O:27])([O-:28])[O-:29].[CH2:32]([CH3:33])[I:34].[CH3:35][N:36]([CH3:37])[CH:38]=[O:39].[F:1][c:2]1[cH:3][c:4]2[c:5](=[O:25])[c:6]([C:20](=[O:21])[O:22][CH2:23][CH3:24])[cH:7][nH:8][c:9]2[cH:10][c:11]1-[c:12]1[cH:13][c:14]([CH3:19])[n:15][c:16]([CH3:18])[cH:17]1.[K+:30].[K+:31]>>[F:1][c:2]1[cH:3][c:4]2[c:5](=[O:25])[c:6]([C:20](=[O:21])[O:22][CH2:23][CH3:24])[cH:7][n:8]([CH2:32][CH3:33])[c:9]2[cH:10][c:11]1-[c:12]1[cH:13][c:14]([CH3:19])[n:15][c:16]([CH3:18])[cH:17]1. The reactants are CO, CCOC(=O)c1sc(N2CCC(NC(=O)c3nc(Cl)c(CC)[nH]3)C(OCC(C)(F)F)C2)nc1C, [Li+], [OH-]. Product: CCc1[nH]c(C(=O)NC2CCN(c3nc(C)c(C(=O)O)s3)CC2OCC(C)(F)F)nc1Cl. As a reaction SMILES: [CH3:37][OH:38].[Cl:1][c:2]1[n:3][c:4]([C:9](=[O:10])[NH:11][CH:12]2[CH:13]([O:29][CH2:30][C:31]([CH3:32])([F:33])[F:34])[CH2:14][N:15]([c:18]3[s:19][c:20]([C:24](=[O:25])[O:26][CH2:27][CH3:28])[c:21]([CH3:23])[n:22]3)[CH2:16][CH2:17]2)[nH:5][c:6]1[CH2:7][CH3:8].[Li+:35].[OH-:36]>>[Cl:1][c:2]1[n:3][c:4]([C:9](=[O:10])[NH:11][CH:12]2[CH:13]([O:29][CH2:30][C:31]([CH3:32])([F:33])[F:34])[CH2:14][N:15]([c:18]3[s:19][c:20]([C:24](=[O:25])[OH:26])[c:21]([CH3:23])[n:22]3)[CH2:16][CH2:17]2)[nH:5][c:6]1[CH2:7][CH3:8]. Reactants: [I-].[K+] (potassium iodide), ClCC1=CC=CC=C1 ((chloromethyl)benzene), 74, CC1=CC=C(C=C1)C(C#N)C1CCNCC1 (α-(4-methylphenyl)-4-piperidineacetonitrile), C([O-])([O-])=O.[Na+].[Na+] (sodium carbonate). The solvent is CC(CC(C)=O)C (4-methyl-2-pentanone), O (water). Yields the product 68, Cl.CC1=CC=C(C=C1)C(C#N)C1CCN(CC1)CC1=CC=CC=C1 (α-(4-methylphenyl)-1-(phenylmethyl)-4-piperidineacetonitrile monohydrochloride). Reaction SMILES: [CH3:1][C:2]1[CH:7]=[CH:6][C:5]([CH:8]([CH:11]2[CH2:16][CH2:15][NH:14][CH2:13][CH2:12]2)[C:9]#[N:10])=[CH:4][CH:3]=1.C(=O)([O-])[O-].[Na+].[Na+].[I-].[K+].[Cl:25][CH2:26][C:27]1[CH:32]=[CH:31][CH:30]=[CH:29][CH:28]=1>O.CC(C)CC(=O)C>[ClH:25].[CH3:1][C:2]1[CH:3]=[CH:4][C:5]([CH:8]([CH:11]2[CH2:12][CH2:13][N:14]([CH2:26][C:27]3[CH:32]=[CH:31][CH:30]=[CH:29][CH:28]=3)[CH2:15][CH2:16]2)[C:9]#[N:10])=[CH:6][CH:7]=1 |f:1.2.3,4.5,9.10|. Procedure: To a mixture of 74 parts of dl-α-(4-methylphenyl)-4-piperidineacetonitrile, 95.4 parts of sodium carbonate, a few crystals of potassium iodide in 1840 parts of 4-methyl-2-pentanone are added portionwise 39.21 parts of (chloromethyl)benzene. After the addition is complete, the whole is stirred and refluxed for 24 hours. The reaction mixture is cooled and 400 parts of water are added. The organic layer is separated, dried over potassium carbonate, filtered and evaporated. The oily residue is disso... Reactants: [BH3-]C#N, C=O, CO, COc1ccccc1C(NC(=O)Nc1ccc(Cl)cc1)(C(N)=O)N1CCN(C2CCCNCC2)CC1, [Na+]. Product: COc1ccccc1C(NC(=O)Nc1ccc(Cl)cc1)(C(N)=O)N1CCN(C2CCCN(C)CC2)CC1. Reaction SMILES: [C:39]([BH3-:40])#[N:41].[CH2:37]=[O:38].[CH3:43][OH:44].[NH:1]1[CH2:2][CH2:3][CH:4]([N:8]2[CH2:9][CH2:10][N:11]([C:14]([C:15](=[O:16])[NH2:17])([NH:18][C:19](=[O:20])[NH:21][c:22]3[cH:23][cH:24][c:25]([Cl:28])[cH:26][cH:27]3)[c:29]3[c:30]([O:35][CH3:36])[cH:31][cH:32][cH:33][cH:34]3)[CH2:12][CH2:13]2)[CH2:5][CH2:6][CH2:7]1.[Na+:42]>>[N:1]1([CH3:39])[CH2:2][CH2:3][CH:4]([N:8]2[CH2:9][CH2:10][N:11]([C:14]([C:15](=[O:16])[NH2:17])([NH:18][C:19](=[O:20])[NH:21][c:22]3[cH:23][cH:24][c:25]([Cl:28])[cH:26][cH:27]3)[c:29]3[c:30]([O:35][CH3:36])[cH:31][cH:32][cH:33][cH:34]3)[CH2:12][CH2:13]2)[CH2:5][CH2:6][CH2:7]1. Starting materials: CCC(=O)c1cccc(C)c1C, CC(C)O, Cl, Cl, C1CCNC1, O. The product is Cc1cccc(C(=O)C(C)CN2CCCC2)c1C, Cl. Reaction SMILES: [CH3:1][c:2]1[c:3]([C:9]([CH2:10][CH3:11])=[O:12])[cH:4][cH:5][cH:6][c:7]1[CH3:8].[CH:20]([OH:21])([CH3:22])[CH3:23].[ClH:13].[ClH:19].[NH:14]1[CH2:15][CH2:16][CH2:17][CH2:18]1.[OH2:24]>>[CH3:1][c:2]1[c:3]([C:9]([CH:10]([CH3:11])[CH2:20][N:14]2[CH2:15][CH2:16][CH2:17][CH2:18]2)=[O:12])[cH:4][cH:5][cH:6][c:7]1[CH3:8].[ClH:13]. Starting materials: C1=CC=C(C=C1)P(C2=CC=CC=C2)C3=CC=CC=C3OC4=CC=CC=C4P(C5=CC=CC=C5)C6=CC=CC=C6 (DPEphos), C(=O)([O-])[O-].[Cs+].[Cs+] (Cs2CO3), BrC=1C2=CC=C(N2)C(=C2C=CC(C(=C3C=CC(=C(C=4C=CC1N4)C4=CC(=CC(=C4)C(C)(C)C)C(C)(C)C)N3)Br)=N2)C2=CC(=CC(=C2)C(C)(C)C)C(C)(C)C (5,15-dibromo-10,20-di(3,5-di-tert-butylphenyl)porphyrin), C1=CC=C2C(=C1)C=CC(=C2C3=C(C=CC4=CC=CC=C43)O)O (R-(+)-1,1′-bi-2-naphthol). The reagents and catalysts are C=1C=CC(=CC1)/C=C/C(=O)/C=C/C2=CC=CC=C2.C=1C=CC(=CC1)/C=C/C(=O)/C=C/C2=CC=CC=C2.C=1C=CC(=CC1)/C=C/C(=O)/C=C/C2=CC=CC=C2.[Pd].[Pd] (Pd2(dba)3). Solvent: hexanes, C(C)(=O)OCC (ethyl acetate), C1(=CC=CC=C1)C (toluene). Product: C12=CC=C(N1)C=C1C=CC(=N1)C=C1C=CC(N1)=CC=1C=CC(N1)=C2 (Porphyrin), solids. Yield: 35.0%. Reaction SMILES: Br[C:2]1[C:3]2[NH:7][C:6]([C:8](C3C=C(C(C)(C)C)C=C(C(C)(C)C)C=3)=[C:9]3[N:40]=[C:12]([C:13](Br)=[C:14]4[NH:38][C:17](=[C:18](C5C=C(C(C)(C)C)C=C(C(C)(C)C)C=5)[C:19]5[CH:20]=[CH:21][C:22]=1[N:23]=5)[CH:16]=[CH:15]4)[CH:11]=[CH:10]3)=[CH:5][CH:4]=2.C1C=C2C=CC(O)=C(C3C4C(=CC=CC=4)C=CC=3O)C2=CC=1.C1C=CC(P(C2C(OC3C(P(C4C=CC=CC=4)C4C=CC=CC=4)=CC=CC=3)=CC=CC=2)C2C=CC=CC=2)=CC=1.C([O-])([O-])=O.[Cs+].[Cs+]>C1(C)C=CC=CC=1.C1C=CC(/C=C/C(/C=C/C2C=CC=CC=2)=O)=CC=1.C1C=CC(/C=C/C(/C=C/C2C=CC=CC=2)=O)=CC=1.C1C=CC(/C=C/C(/C=C/C2C=CC=CC=2)=O)=CC=1.[Pd].[Pd].C(OCC)(=O)C>[C:3]12[CH:2]=[C:22]3[N:23]=[C:19]([CH:20]=[CH:21]3)[CH:18]=[C:17]3[NH:38][C:14]([CH:15]=[CH:16]3)=[CH:13][C:12]3=[N:40][C:9]([CH:10]=[CH:11]3)=[CH:8][C:6]([NH:7]1)=[CH:5][CH:4]=2 |f:3.4.5,7.8.9.10.11|. Reported procedure: The general procedure was used to couple 5,15-dibromo-10,20-di(3,5-di-tert-butylphenyl)porphyrin (0.043 g, 0.05 mmol) with R-(+)-1,1′-bi-2-naphthol (0.167 g, 0.58 mmol), using Pd2(dba)3 (0.0046 g, 0.005 mmol) and DPEphos (0.0107 g, 0.02 mmol) in the presence of Cs2CO3 (0.0652 g, 0.2 mmol). The reaction was conducted in toluene (5 mL) at 100° C. for 20 h. The title compound was isolated by flash column chromatography (silica gel, ethyl acetate:hexanes (v/v)=1:5) as purple solids (0.022 g, 35%). 1... Reactants: BrC=1C(C2=CC(=CC=C2C1C1=CC(=CC(=C1)F)F)OCCN1CCN(CC1)S(=O)(=O)C)=O (2-Bromo-3-(3,5-difluorophenyl)-6-{2-[4-(methylsulfonyl)piperazin-1-yl]ethoxy}-1H-inden-1-one), O1CCN(CC1)CCOC1=CC=C2C(=C(C(C2=C1)=O)Br)C1=CC=CC=C1 (6-(2-morpholinoethoxy)-2-bromo-3-phenyl-1H-inden-1-one), B(C=1C=CC(=CC1)C)(O)O (p-tolylboronic acid). Product: FC=1C=C(C=C(C1)F)C1=C(C(C2=CC(=CC=C12)OCCN1CCN(CC1)S(=O)(=O)C)=O)C1=CC=C(C=C1)C (3-(3,5-Difluorophenyl)-6-{2-[4-(methylsulfonyl)piperazin-1-yl]ethoxy}-2-p-tolyl-1H-inden-1-one). The yield is 52.0%. RXN SMILES: Br[C:2]1[C:3](=[O:32])[C:4]2[C:9]([C:10]=1[C:11]1[CH:16]=[C:15]([F:17])[CH:14]=[C:13]([F:18])[CH:12]=1)=[CH:8][CH:7]=[C:6]([O:19][CH2:20][CH2:21][N:22]1[CH2:27][CH2:26][N:25]([S:28]([CH3:31])(=[O:30])=[O:29])[CH2:24][CH2:23]1)[CH:5]=2.O1CCN(CCO[C:42]2[CH:50]=[C:49]3[C:45]([C:46](C4C=CC=CC=4)=C(Br)C3=O)=[CH:44][CH:43]=2)CC1.B(O)(O)C1C=CC(C)=CC=1>>[F:18][C:13]1[CH:12]=[C:11]([C:10]2[C:9]3[C:4](=[CH:5][C:6]([O:19][CH2:20][CH2:21][N:22]4[CH2:23][CH2:24][N:25]([S:28]([CH3:31])(=[O:30])=[O:29])[CH2:26][CH2:27]4)=[CH:7][CH:8]=3)[C:3](=[O:32])[C:2]=2[C:42]2[CH:50]=[CH:49][C:45]([CH3:46])=[CH:44][CH:43]=2)[CH:16]=[C:15]([F:17])[CH:14]=1. Reported procedure: The procedure of Step 7 of Example 1 was repeated except for using 2-bromo-3-(3,5-difluorophenyl)-6-{2-[4-(methylsulfonyl)piperazin-1-yl]ethoxy}-1H-inden-1-one obtained in Step 1 of Example 96 as a starting material instead of 6-(2-morpholinoethoxy)-2-bromo-3-phenyl-1H-inden-1-one, p-tolylboronic acid instead of 3-pyridinylboronic acid, and being purified by silica gel column chromatography (EtOAc/CH2Cl2=1:1) to obtain the title compound (52%). Starting materials: ClC1=CC2=C(C(=N1)C)C(=NN2C(C2=CC=CC=C2)(C2=CC=CC=C2)C2=CC=CC=C2)OC (6-chloro-3-methoxy-4-methyl-1-trityl-1H-pyrazolo[4,3-c]pyridine), [Se](=O)=O (selenium dioxide). The solvent is O1CCOCC1 (1,4-dioxane). The product is ClC1=CC2=C(C(=N1)C=O)C(=NN2C(C2=CC=CC=C2)(C2=CC=CC=C2)C2=CC=CC=C2)OC (6-chloro-3-methoxy-1-trityl-1H-pyrazolo[4,3-c]pyridine-4-carbaldehyde). Yield: 76.0%. Reaction SMILES: [Cl:1][C:2]1[N:7]=[C:6]([CH3:8])[C:5]2[C:9]([O:31][CH3:32])=[N:10][N:11]([C:12]([C:25]3[CH:30]=[CH:29][CH:28]=[CH:27][CH:26]=3)([C:19]3[CH:24]=[CH:23][CH:22]=[CH:21][CH:20]=3)[C:13]3[CH:18]=[CH:17][CH:16]=[CH:15][CH:14]=3)[C:4]=2[CH:3]=1.[Se](=O)=[O:34]>O1CCOCC1>[Cl:1][C:2]1[N:7]=[C:6]([CH:8]=[O:34])[C:5]2[C:9]([O:31][CH3:32])=[N:10][N:11]([C:12]([C:13]3[CH:18]=[CH:17][CH:16]=[CH:15][CH:14]=3)([C:19]3[CH:20]=[CH:21][CH:22]=[CH:23][CH:24]=3)[C:25]3[CH:26]=[CH:27][CH:28]=[CH:29][CH:30]=3)[C:4]=2[CH:3]=1. Reported procedure: 6-chloro-3-methoxy-4-methyl-1-trityl-1H-pyrazolo[4,3-c]pyridine (25 g, 45.5 mmol) was charged with 1,4-dioxane (200 ml) and selenium dioxide (15.13 g, 136 mmol) and heated to reflux overnight. The white slurry eventually dissolved to a dark yellow solution. TLC and LC/MS showed good conversion to product, with some SM left. The reaction was filtered through celite, washed with DCM and purified on silica gel, 10-50% EtOAc/hexanes to provide 6-chloro-3-methoxy-1-trityl-1H-pyrazolo[4,3-c]pyridine-4...